Dataset: the Open Reaction Database (ORD), a public repository of structured organic reaction records. Task: describe an organic reaction: reactants, conditions, products, and yield Starting materials: C1(CC1)C1=C(C=CC(=C1)C1CC1)N1CCN(CC1)C(=O)C=1C=NC(=CC1C)F ([4-(2,4-dicyclopropylphenyl)piperazin-1-yl](6-fluoro-4-methylpyridin-3-yl)methanone), NC1=CC(=C(C=N1)C(=O)N1CCN(CC1)C1=C(C=C(C=C1)C1CC1)C1CC1)C ((6-amino-4-methylpyridin-3-yl)[4-(2,4-dicyclopropylphenyl)piperazin-1-yl]methanone), COC1=CC=C(CN)C=C1 (4-methoxybenzylamine), ClCCCS(=O)(=O)Cl (3-chloropropane-1-sulfonyl chloride). Product: C1(CC1)C1=C(C=CC(=C1)C1CC1)N1CCN(CC1)C(=O)C=1C=NC(=CC1C)N1S(CCC1)(=O)=O ([4-(2,4-dicyclopropylphenyl)piperazin-1-yl][6-(1,1-dioxo-1λ6-isothiazolidin-2-yl)-4-methylpyridin-3-yl]methanone). RXN SMILES: C1(C2C=C(C3CC3)C=CC=2N2CCN(C(C3C=NC(F)=CC=3C)=O)CC2)CC1.COC1C=CC(CN)=CC=1.Cl[CH2:40][CH2:41][CH2:42][S:43](Cl)(=[O:45])=[O:44].[NH2:47][C:48]1[N:53]=[CH:52][C:51]([C:54]([N:56]2[CH2:61][CH2:60][N:59]([C:62]3[CH:67]=[CH:66][C:65]([CH:68]4[CH2:70][CH2:69]4)=[CH:64][C:63]=3[CH:71]3[CH2:73][CH2:72]3)[CH2:58][CH2:57]2)=[O:55])=[C:50]([CH3:74])[CH:49]=1>>[CH:71]1([C:63]2[CH:64]=[C:65]([CH:68]3[CH2:70][CH2:69]3)[CH:66]=[CH:67][C:62]=2[N:59]2[CH2:58][CH2:57][N:56]([C:54]([C:51]3[CH:52]=[N:53][C:48]([N:47]4[CH2:40][CH2:41][CH2:42][S:43]4(=[O:45])=[O:44])=[CH:49][C:50]=3[CH3:74])=[O:55])[CH2:61][CH2:60]2)[CH2:72][CH2:73]1. Procedure details: Using [4-(2,4-dicyclopropylphenyl)piperazin-1-yl](6-fluoro-4-methylpyridin-3-yl)methanone (480 mg) described in Preparation Example 179, 4-methoxybenzylamine (2 mL) and 3-chloropropane-1-sulfonyl chloride (0.31 mL) and by the reaction and treatment in the same manner as in Example 229, the title compound (450 mg) was obtained via (6-amino-4-methylpyridin-3-yl)[4-(2,4-dicyclopropylphenyl)piperazin-1-yl]methanone. Reactants: C(CCC)(=O)C(C(=O)OCC)=CNC1=C(C=CC=C1)C (Ethyl 2-butyryl-3-(2-methylphenylamino)acrylate). The solvent is petroleum ether, C1(=CC=CC=C1)OC1=CC=CC=C1 (diphenyl ether). The product is C(CCC)(=O)C1=CNC2=C(C=CC=C2C1=O)C (3-butyryl-8-methyl-4(1H)-quinolone). Isolated yield 98.1%. RXN SMILES: [C:1]([C:6](=[CH:12][NH:13][C:14]1[CH:19]=[CH:18][CH:17]=[CH:16][C:15]=1[CH3:20])[C:7]([O:9]CC)=O)(=[O:5])[CH2:2][CH2:3][CH3:4]>C1(OC2C=CC=CC=2)C=CC=CC=1>[C:1]([C:6]1[C:7](=[O:9])[C:19]2[C:14](=[C:15]([CH3:20])[CH:16]=[CH:17][CH:18]=2)[NH:13][CH:12]=1)(=[O:5])[CH2:2][CH2:3][CH3:4]. Procedure details: Ethyl 2-butyryl-3-(2-methylphenylamino)acrylate (66 g, 0.24 mol) was added in portions to boiling diphenyl ether (500 ml), then heated at reflux for 1.5 hours. After partial cooling, the mixture was poured into high boiling petroleum ether. Filtration and washing with petroleum ether gave 3-butyryl-8-methyl-4(1H)-quinolone (54 g) as a pale solid, which was used without further purification. Starting materials: C1CCC2=NCCCN2CC1, COc1nc(C)nc(NC(=O)Oc2ccccc2)n1, CON=C(Cl)c1ccccc1S(N)(=O)=O. Yields the product CON=C(Cl)c1ccccc1S(=O)(=O)NC(=O)Nc1nc(C)nc(OC)n1. As a reaction SMILES: [CH2:35]1[CH2:36][CH2:37][C:38]2=[N:43][CH2:42][CH2:41][CH2:40][N:39]2[CH2:44][CH2:45]1.[CH3:16][O:17][c:18]1[n:19][c:20]([NH:25][C:26]([O:27][c:29]2[cH:30][cH:31][cH:32][cH:33][cH:34]2)=[O:28])[n:21][c:22]([CH3:24])[n:23]1.[NH2:1][S:2](=[O:3])(=[O:4])[c:5]1[c:6]([C:11](=[N:12][O:13][CH3:14])[Cl:15])[cH:7][cH:8][cH:9][cH:10]1>>[NH:1]([S:2](=[O:3])(=[O:4])[c:5]1[c:6]([C:11](=[N:12][O:13][CH3:14])[Cl:15])[cH:7][cH:8][cH:9][cH:10]1)[C:26]([NH:25][c:20]1[n:19][c:18]([O:17][CH3:16])[n:23][c:22]([CH3:24])[n:21]1)=[O:27]. Reactants: ClC1=C(C=C(C=C1)S(=O)(=O)N1CCCCC2=C1C=CC=C2)N2C(NC=1C2=NC(=CC1C)CO)=O (3-[2-chloro-5-(2,3,4,5-tetrahydro-1H-1-benzoazepin-1-ylsulfonyl)-phenyl]-5-hydroxymethyl-7-methyl-1,3-dihydro-2H-imidazo[4,5-b]pyridin-2-one). Reagents/catalysts: [O-2].[Mn+4].[O-2] (manganese(IV) oxide). Solvent: CN(C=O)C (N,N-dimethylformamide), C(C)(=O)OCC (ethyl acetate). Conditions: time 8 hour. Yields the product ClC1=C(C=C(C=C1)S(=O)(=O)N1CCCCC2=C1C=CC=C2)N2C(NC=1C2=NC(=CC1C)C=O)=O (3-[2-Chloro-5-(2,3,4,5-tetrahydro-1H-1-benzoazepin-1-ylsulfonyl)phenyl]-5-formyl-7-methyl-1,3-dihydro-2H-imidazo[4,5-b]pyridin-2-one). Isolated yield 80.3%. RXN SMILES: [Cl:1][C:2]1[CH:7]=[CH:6][C:5]([S:8]([N:11]2[C:17]3[CH:18]=[CH:19][CH:20]=[CH:21][C:16]=3[CH2:15][CH2:14][CH2:13][CH2:12]2)(=[O:10])=[O:9])=[CH:4][C:3]=1[N:22]1[C:26]2=[N:27][C:28]([CH2:32][OH:33])=[CH:29][C:30]([CH3:31])=[C:25]2[NH:24][C:23]1=[O:34]>CN(C)C=O.C(OCC)(=O)C.[O-2].[Mn+4].[O-2]>[Cl:1][C:2]1[CH:7]=[CH:6][C:5]([S:8]([N:11]2[C:17]3[CH:18]=[CH:19][CH:20]=[CH:21][C:16]=3[CH2:15][CH2:14][CH2:13][CH2:12]2)(=[O:9])=[O:10])=[CH:4][C:3]=1[N:22]1[C:26]2=[N:27][C:28]([CH:32]=[O:33])=[CH:29][C:30]([CH3:31])=[C:25]2[NH:24][C:23]1=[O:34] |f:3.4.5|. Procedure details: To a solution of 3-[2-chloro-5-(2,3,4,5-tetrahydro-1H-1-benzoazepin-1-ylsulfonyl)-phenyl]-5-hydroxymethyl-7-methyl-1,3-dihydro-2H-imidazo[4,5-b]pyridin-2-one (15 mg) in N,N-dimethylformamide (1 mL) was added manganese(IV) oxide (0.3 g), and the mixture was stirred at room temperature overnight. The reaction mixture was diluted with ethyl acetate, and the insoluble material was removed by filtration. The filtrate was concentrated under reduced pressure, and the residue was purified by column chro... Yields the product [Br-].C1(CCCC1)[C@](C(=O)OC1CC[N+](CC1)(CCCC1=CC=CC=C1)C)(C1=CC=CC=C1)O (4-((R)-2-Cyclopentyl-2-hydroxy-2-phenyl-acetoxy)-1-methyl-1-(3-phenyl-propyl)-piperidinium bromide). Procedure: This compound is prepared by an analogous method to (1R/S,2R)-2-((R/S)-(2-Cyclohexyl-2-hydroxy-2-phenyl-acetoxymethyl)-1-(isoxazol-3-ylcarbamoylmethyl)-1-methyl-pyrrolidinium bromide (Example 1) by replacing (1R/S,2R)-2-hydroxymethyl-1-(isoxazol-3-ylcarbamoyl-methyl)-1-methyl-pyrrolidinium bromide (Intermediate B) with 4-Hydroxy-1-methyl-1-(3-phenyl-propyl)-piperidinium bromide (Intermediate K) and by replacing cyclohexyl-hydroxy-phenyl-acetic acid with cyclopentyl-mandelic acid. As a reaction SMILES: [Br-:1].[CH:2]1([C:8]([OH:34])([C:28]2[CH:33]=[CH:32][CH:31]=[CH:30][CH:29]=2)[C:9]([O:11]CC2CCC[N+]2(C(C2C=CON=2)C(=O)N)C)=O)[CH2:7][CH2:6][CH2:5][CH2:4]C1.[Br-].OC[C@H]1CCC[N+]1(CC(=O)NC1C=CON=1)C.[Br-].[OH:54][CH:55]1[CH2:60][CH2:59][N+:58]([CH3:70])([CH2:61][CH2:62][CH2:63][C:64]2[CH:69]=[CH:68][CH:67]=[CH:66][CH:65]=2)[CH2:57][CH2:56]1.C1(C(C2C=CC=CC=2)(O)C(O)=O)CCCC1>>[Br-:1].[CH:2]1([C@@:8]([OH:34])([C:28]2[CH:29]=[CH:30][CH:31]=[CH:32][CH:33]=2)[C:9]([O:54][CH:55]2[CH2:56][CH2:57][N+:58]([CH3:70])([CH2:61][CH2:62][CH2:63][C:64]3[CH:65]=[CH:66][CH:67]=[CH:68][CH:69]=3)[CH2:59][CH2:60]2)=[O:11])[CH2:4][CH2:5][CH2:6][CH2:7]1 |f:0.1,2.3,4.5,7.8|. Starting materials: [Br-].C1(CCCCC1)C(C(=O)OCC1[N+](CCC1)(C)C(C(N)=O)C1=NOC=C1)(C1=CC=CC=C1)O ((R/S)-(2-Cyclohexyl-2-hydroxy-2-phenyl-acetoxymethyl)-1-(isoxazol-3-yl carbamoylmethyl)-1-methyl-pyrrolidinium bromide), [Br-].OC1CC[N+](CC1)(CCCC1=CC=CC=C1)C (4-Hydroxy-1-methyl-1-(3-phenyl-propyl)-piperidinium bromide), C1(CCCC1)C(C(=O)O)(O)C1=CC=CC=C1 (cyclopentyl-mandelic acid), [Br-].OC[C@@H]1[N+](CCC1)(C)CC(NC1=NOC=C1)=O ((1R/S,2R)-2-hydroxymethyl-1-(isoxazol-3-ylcarbamoylmethyl)-1-methyl-pyrrolidinium bromide), [Br-].OC1CC[N+](CC1)(CCCC1=CC=CC=C1)C (4-Hydroxy-1-methyl-1-(3-phenyl-propyl)-piperidinium bromide). Reactants: COC(NC1=C(C(=C(C=C1)F)C(O)C1=CNC2=NC=C(C=C21)Br)F)=O ({3-[(5-bromo-1H-pyrrolo[2,3-b]pyridin-3-yl)-hydroxy-methyl]-2,4-difluoro-phenyl}-carbamic acid methyl ester), O1CCCC1 (tetrahydrofuran), CC(=O)OI1(C=2C=CC=CC2C(=O)O1)(OC(=O)C)OC(=O)C (Dess-Martin periodinane). Run in C([O-])([O-])=O.[K+].[K+] (potassium carbonate), S(=S)(=O)([O-])[O-].[Na+].[Na+] (sodium thiosulfate). Run at time 2 hour. Yields the product COC(NC1=C(C(=C(C=C1)F)C(=O)C1=CNC2=NC=C(C=C21)Br)F)=O ([3-(5-bromo-1H-pyrrolo[2,3-b]pyridine-3-carbonyl)-2,4-difluoro-phenyl]-carbamic acid methyl ester). Isolated yield 100.6%. RXN SMILES: [CH3:1][O:2][C:3](=[O:25])[NH:4][C:5]1[CH:10]=[CH:9][C:8]([F:11])=[C:7]([CH:12]([C:14]2[C:22]3[C:17](=[N:18][CH:19]=[C:20]([Br:23])[CH:21]=3)[NH:16][CH:15]=2)[OH:13])[C:6]=1[F:24].O1CCCC1.CC(OI1(OC(C)=O)(OC(C)=O)OC(=O)C2C=CC=CC1=2)=O>C(=O)([O-])[O-].[K+].[K+].S([O-])([O-])(=O)=S.[Na+].[Na+]>[CH3:1][O:2][C:3](=[O:25])[NH:4][C:5]1[CH:10]=[CH:9][C:8]([F:11])=[C:7]([C:12]([C:14]2[C:22]3[C:17](=[N:18][CH:19]=[C:20]([Br:23])[CH:21]=3)[NH:16][CH:15]=2)=[O:13])[C:6]=1[F:24] |f:3.4.5,6.7.8|. Procedure: Into a reaction flask, {3-[(5-bromo-1H-pyrrolo[2,3-b]pyridin-3-yl)-hydroxy-methyl]-2,4-difluoro-phenyl}-carbamic acid methyl ester (5, 1.91 g, 4.63 mmol) is combined with 10 mL of tetrahydrofuran and Dess-Martin periodinane (2.36 g, 5.56 mmol). The reaction is stirred at room temperature for 2 hours, then diluted with 50 mL of 1M aqueous potassium carbonate and 50 mL of 1M aqueous sodium thiosulfate and extracted with 3×30 mL of ethyl acetate. The organic layers are combined, dried over magnesiu... The reactants are COC1=C(C=CC=C1)C1=CN(C2=NC=C(C=C21)C=2C=C(C=NC2)C=O)S(=O)(=O)C2=CC=C(C=C2)C (5-[3-(2-Methoxy-phenyl)-1-(toluene-4-sulfonyl)-1H-pyrrolo[2,3-b]pyridin-5-yl]-pyridine-3-carbaldehyde), CN(CCN1CCNCC1)C (dimethyl-(2-piperazin-1-yl-ethyl)-amine), CC(=O)O (AcOH), ClC(C)Cl (dichloroethane), sodium trioxyacetylborohydride. Conditions: time 2 hour. Product: [NH4+].[OH-].CO.C(Cl)Cl.CCOC(=O)C (NH4OH MeOH CH2Cl2 EtOAc), COC1=C(C=CC=C1)C1=CNC2=NC=C(C=C21)C=2C=C(C=NC2)N2CCN(CC2)CCN(C)C ([2-(4-{5-[3-(2-Methoxy-phenyl)-1H-pyrrolo[2,3-b]pyridin-5-yl]-pyridin-3-yl}-piperazin-1-yl)-ethyl]-dimethyl-amine). Isolated yield 20.0%. Reaction SMILES: [CH3:1][O:2][C:3]1[CH:8]=[CH:7][CH:6]=[CH:5][C:4]=1[C:9]1[C:17]2[C:12](=[N:13][CH:14]=[C:15]([C:18]3[CH:19]=[C:20](C=O)[CH:21]=[N:22][CH:23]=3)[CH:16]=2)[N:11](S(C2C=CC(C)=CC=2)(=O)=O)[CH:10]=1.[CH3:36][N:37]([CH3:46])[CH2:38][CH2:39][N:40]1[CH2:45][CH2:44][NH:43][CH2:42][CH2:41]1.[CH3:47][C:48]([OH:50])=[O:49].[Cl:51][CH:52]([Cl:54])C>>[NH4+:11].[OH-:2].[CH3:48][OH:49].[CH2:52]([Cl:54])[Cl:51].[CH3:3][CH2:4][O:49][C:48]([CH3:47])=[O:50].[CH3:1][O:2][C:3]1[CH:8]=[CH:7][CH:6]=[CH:5][C:4]=1[C:9]1[C:17]2[C:12](=[N:13][CH:14]=[C:15]([C:18]3[CH:19]=[C:20]([N:43]4[CH2:44][CH2:45][N:40]([CH2:39][CH2:38][N:37]([CH3:46])[CH3:36])[CH2:41][CH2:42]4)[CH:21]=[N:22][CH:23]=3)[CH:16]=2)[NH:11][CH:10]=1 |f:4.5.6.7.8|. Procedure: To a solution of 5-[3-(2-Methoxy-phenyl)-1-(toluene-4-sulfonyl)-1H-pyrrolo[2,3-b]pyridin-5-yl]-pyridine-3-carbaldehyde (24 mg, 0.050 mmol) and dimethyl-(2-piperazin-1-yl-ethyl)-amine (10 μL, 0.065 mmol) in 1.5 ml dichloroethane was added 3 μL of AcOH. The mixture was stirred at room temperature for 30 minutes before sodium trioxyacetylborohydride (22 mg, 0.10 mmol) was added. The reaction mixture was stirred at room temperature for another 2 hours before being concentrated. The resulting residue... The reactants are NC1=NC2=C(N1C1=CC(=CC=C1)I)C=CC=C2 (1-(2-amino-1-benzimidazolyl)-3-iodobenzene), C[Sn](C=1SC=CN1)(C)C (2-trimethylstannylthiazole). Yields the product NC1=NC2=C(N1C1=CC(=CC=C1)C=1SC=CN1)C=CC=C2 (2-Amino-1-[3(2-thiazolyl)phenyl]benzimidazole). Reaction SMILES: [NH2:1][C:2]1[N:6]([C:7]2[CH:12]=[CH:11][CH:10]=[C:9](I)[CH:8]=2)[C:5]2[CH:14]=[CH:15][CH:16]=[CH:17][C:4]=2[N:3]=1.C[Sn](C)(C)[C:20]1[S:21][CH:22]=[CH:23][N:24]=1>>[NH2:1][C:2]1[N:6]([C:7]2[CH:12]=[CH:11][CH:10]=[C:9]([C:20]3[S:21][CH:22]=[CH:23][N:24]=3)[CH:8]=2)[C:5]2[CH:14]=[CH:15][CH:16]=[CH:17][C:4]=2[N:3]=1. Procedure: 2-Amino-1-[3(2-thiazolyl)phenyl]benzimidazole was prepared from 1-(2-amino-1-benzimidazolyl)-3-iodobenzene and 2-trimethylstannylthiazole by method C. mp 224°-226° C. Reactants: CS(=O)(=O)O (Methanesulfonic acid), FC1=C(C(=CC=C1)F)[C@@H]1CC[C@H](C=2N(C1)C(=CN2)C(C)(C)OC)NC(OC(C)(C)C)=O (tert-butyl [(6S,9R)-6-(2,6-difluorophenyl)-3-(1-methoxy-1-methylethyl)-6,7,8,9-tetrahydro-5H-imidazo[1,2-a]azepin-9-yl]carbamate), C([O-])(O)=O.[Na+] (sodium bicarbonate). Solvent: C(CO)O (ethylene glycol). Conditions: temperature 60 celsius, time 18 hour. Yields the product N[C@H]1C=2N(C[C@@H](CC1)C1=C(C=CC=C1F)F)C(=CN2)C(C)(OCCO)C (2-{1-[(6S,9R)-9-Amino-6-(2,6-difluorophenyl)-6,7,8,9-tetrahydro-5H-imidazo[1,2-a]azepin-3-yl]-1-methylethoxy}ethanol). Reaction SMILES: CS(O)(=O)=O.[F:6][C:7]1[CH:12]=[CH:11][CH:10]=[C:9]([F:13])[C:8]=1[C@H:14]1[CH2:20][N:19]2[C:21]([C:24]([O:27][CH3:28])([CH3:26])[CH3:25])=[CH:22][N:23]=[C:18]2[C@H:17]([NH:29]C(=O)OC(C)(C)C)[CH2:16][CH2:15]1.[C:37](=[O:40])(O)[O-].[Na+]>C(O)CO>[NH2:29][C@@H:17]1[CH2:16][CH2:15][C@@H:14]([C:8]2[C:7]([F:6])=[CH:12][CH:11]=[CH:10][C:9]=2[F:13])[CH2:20][N:19]2[C:21]([C:24]([CH3:26])([O:27][CH2:28][CH2:37][OH:40])[CH3:25])=[CH:22][N:23]=[C:18]12 |f:2.3|. Procedure details: Methanesulfonic acid (78 μL, 1.19 mmol) was added to a solution of tert-butyl [(6S,9R)-6-(2,6-difluorophenyl)-3-(1-methoxy-1-methylethyl)-6,7,8,9-tetrahydro-5H-imidazo[1,2-a]azepin-9-yl]carbamate (104 mg, 0.24 mmol) in ethylene glycol (4 mL). The reaction mixture was heated to 60° C. After 18 h, the mixture was allowed to cool to ambient temperature and saturated aqueous sodium bicarbonate was added. The mixture was extracted with dichloromethane (3×). The organic extracts were washed with satur...